From a dataset of the Open Reaction Database (ORD), a public repository of structured organic reaction records. describe an organic reaction: reactants, conditions, products, and yield Starting materials: COC1=C(C=C(C=C1)[Si](C)(C)C)[N+](=O)[O-] ((4-methoxy-3-nitro-phenyl)-trimethyl-silane), [H][H] (hydrogen). The reagents and catalysts are [Pd] (Pd/C). Solvent: CCO (EtOH). Yields the product COC1=C(C=C(C=C1)[Si](C)(C)C)N (2-methoxy-5-trimethylsilanyl-phenylamine). Isolated yield 60.2%. RXN SMILES: [CH3:1][O:2][C:3]1[CH:8]=[CH:7][C:6]([Si:9]([CH3:12])([CH3:11])[CH3:10])=[CH:5][C:4]=1[N+:13]([O-])=O.[H][H]>CCO.[Pd]>[CH3:1][O:2][C:3]1[CH:8]=[CH:7][C:6]([Si:9]([CH3:12])([CH3:11])[CH3:10])=[CH:5][C:4]=1[NH2:13]. Reported procedure: The above trimethyl-silane (760 mg, 3.4 mmol) was dissolved in 25 mL of EtOH. To this was added 10% Pd/C (128 mg). The reaction was stirred for 12 h under a 1 atm balloon of hydrogen gas. The reaction was then filtered through diatomaceous earth and concentrated in vacuo to provide 400 mg (60%) of 2-methoxy-5-trimethylsilanyl-phenylamine as an amber oil which was used without further purification. Reactants: BrB(Br)Br (tribromoborane), FC(C(=O)C1=CC=C(C=C1)OC)(F)F (2,2,2-trifluoro-4′-methoxyacetophenone), ice water. Solvent: C(Cl)Cl (DCM). Conditions: time 15 hour. Product: FC(C(=O)C1=CC=C(C=C1)O)(F)F (2,2,2-trifluoro-1-(4-hydroxyphenyl)ethanone). Reaction SMILES: [F:1][C:2]([F:14])([F:13])[C:3]([C:5]1[CH:10]=[CH:9][C:8]([O:11]C)=[CH:7][CH:6]=1)=[O:4].BrB(Br)Br>C(Cl)Cl>[F:1][C:2]([F:13])([F:14])[C:3]([C:5]1[CH:10]=[CH:9][C:8]([OH:11])=[CH:7][CH:6]=1)=[O:4]. Procedure: To a cooled (−78° C.) solution of 2,2,2-trifluoro-4′-methoxyacetophenone (15 ml, 73 mmol) in DCM was added 1.0 M tribromoborane (73 ml, 73 mmol) drop wise. After the addition was completed, the reaction was slowly warmed to RT and stirred for overnight (15 h). At this point, reaction was completed by TLC. The product mixture was poured into ice water. The organic layer was washed with 10% aq Na2CO3, water and brine, dried over Na2SO4, filtered and concentrated. The residue was purified on silica... Starting materials: NN (hydrazine), [N+](=O)([O-])C(CCC(=O)Cl)([N+](=O)[O-])[N+](=O)[O-] (4,4,4-trinitrobutyryl chloride), NN (hydrazine), NN (NH2NH2), NN (hydrazine), NN (hydrazine), CC(C)O (2-propanol), [N+](=O)([O-])C(CCC(=O)Cl)([N+](=O)[O-])[N+](=O)[O-] (4,4,4-trinitrobutyryl chloride), NN (hydrazine), alcohols, trinitromethyl, NN (hydrazine), C(CC)O (1-propanol). Run in CO (methanol), CC(CC)O (2-butanol), CO (methanol), C(C)OCC (ethyl ether), C(CCC)O (1-butanol), C(C)O (ethanol), CO (methanol), CO (methanol), C(C)O (ethanol), CC(CO)C (2-methyl-1-propanol). Yields the product [N+](=O)([O-])C(CCC(=O)NNC(CCC([N+](=O)[O-])([N+](=O)[O-])[N+](=O)[O-])=O)([N+](=O)[O-])[N+](=O)[O-] (N,N'-bis(4,4,4-trinitrobutyryl)hydrazine), ( 1 ). RXN SMILES: [N+:1]([C:4]([N+:13]([O-:15])=[O:14])([N+:10]([O-:12])=[O:11])[CH2:5][CH2:6][C:7](Cl)=[O:8])([O-:3])=[O:2].C(O)[CH2:17][CH3:18].C[CH:21]([OH:23])[CH3:22].[NH2:24][NH2:25]>CO.C(OCC)C.C(O)C.CC(C)CO.CC(O)CC.C(O)CCC>[N+:1]([C:4]([N+:13]([O-:15])=[O:14])([N+:10]([O-:12])=[O:11])[CH2:5][CH2:6][C:7]([NH:24][NH:25][C:21](=[O:23])[CH2:22][CH2:18][C:17]([N+:13]([O-:15])=[O:14])([N+:10]([O-:12])=[O:11])[N+:1]([O-:3])=[O:2])=[O:8])([O-:3])=[O:2]. Procedure: The N,N'-bis(4,4,4-trinitrobutyryl)hydrazine (I) is prepared by reacting two moles of 4,4,4-trinitrobutyryl chloride (II), C(NO2)3CH2CH2C(=0)Cl, with one mole of hydrazine, NH2NH2. Trinitromethyl compounds are readily destroyed by hydrazine due to the strongly nucleophilic and reducing properties of this reagent. However, it was found that I (mp 201° C, dec.) can be prepared in high yield (84%) by the addition of a solution of hydrazine in methanol to 4,4,4-trinitrobutyryl chloride (II) in ethyl... Reactants: O=C([O-])[O-], CCOC(=O)c1ccc(OS(=O)(=O)C(F)(F)F)c(Cl)c1, COc1ccc(F)c(B(O)O)c1, [K+], [K+], CN(C)C=O. Product: CCOC(=O)c1ccc(-c2cc(OC)ccc2F)c(Cl)c1. RXN SMILES: [C:33](=[O:34])([O-:35])[O-:36].[Cl:1][c:2]1[cH:3][c:4]([C:5](=[O:6])[O:7][CH2:8][CH3:9])[cH:10][cH:11][c:12]1[O:13][S:14]([C:15]([F:16])([F:17])[F:18])(=[O:19])=[O:20].[F:21][c:22]1[c:23]([B:30]([OH:31])[OH:32])[cH:24][c:25]([O:28][CH3:29])[cH:26][cH:27]1.[K+:37].[K+:38].[O:39]=[CH:40][N:41]([CH3:42])[CH3:43]>>[Cl:1][c:2]1[cH:3][c:4]([C:5](=[O:6])[O:7][CH2:8][CH3:9])[cH:10][cH:11][c:12]1-[c:23]1[c:22]([F:21])[cH:27][cH:26][c:25]([O:28][CH3:29])[cH:24]1. Reactants: BrCBr, Cc1ccccc1, c1ccc(P(c2ccccc2)c2ccccc2)cc1. Product: [Br-], BrC[P+](c1ccccc1)(c1ccccc1)c1ccccc1. RXN SMILES: [Br:20][CH2:21][Br:22].[CH3:23][c:24]1[cH:25][cH:26][cH:27][cH:28][cH:29]1.[c:1]1([P:7]([c:8]2[cH:9][cH:10][cH:11][cH:12][cH:13]2)[c:14]2[cH:15][cH:16][cH:17][cH:18][cH:19]2)[cH:2][cH:3][cH:4][cH:5][cH:6]1>>[Br-:20].[c:1]1([P+:7]([c:8]2[cH:9][cH:10][cH:11][cH:12][cH:13]2)([c:14]2[cH:15][cH:16][cH:17][cH:18][cH:19]2)[CH2:21][Br:22])[cH:2][cH:3][cH:4][cH:5][cH:6]1. Starting materials: [Al+3], CS(=O)(=O)c1ccc2c(c1)cc(Cc1nccs1)n2Cc1ccc(F)cc1, [H-], [H-], [H-], [H-], [Li+], C1CCOC1, O. The product is CS(=O)(=O)c1ccc2c(c1)cc(CO)n2Cc1ccc(F)cc1. Reaction SMILES: [Al+3:2].[F:7][c:8]1[cH:9][cH:10][c:11]([CH2:12][n:13]2[c:14]([CH2:26][c:27]3[s:28][cH:29][cH:30][n:31]3)[cH:15][c:16]3[cH:17][c:18]([S:22](=[O:23])(=[O:24])[CH3:25])[cH:19][cH:20][c:21]23)[cH:32][cH:33]1.[H-:1].[H-:4].[H-:5].[H-:6].[Li+:3].[O:35]1[CH2:36][CH2:37][CH2:38][CH2:39]1.[OH2:34]>>[F:7][c:8]1[cH:9][cH:10][c:11]([CH2:12][n:13]2[c:14]([CH2:26][OH:34])[cH:15][c:16]3[cH:17][c:18]([S:22](=[O:23])(=[O:24])[CH3:25])[cH:19][cH:20][c:21]23)[cH:32][cH:33]1. Solvent: COCCOC (DME). RXN SMILES: [NH2:1][C:2]1[N:7]=[C:6]([C:8]2[O:9][CH:10]=[CH:11][CH:12]=2)[C:5]([C:13]#[N:14])=[C:4](S(C)(=O)=O)[N:3]=1.[C:19]1([N:25]2[CH2:30][CH2:29][NH:28][CH2:27][CH2:26]2)[CH:24]=[CH:23][CH:22]=[CH:21][CH:20]=1>COCCOC>[NH2:1][C:2]1[N:7]=[C:6]([C:8]2[O:9][CH:10]=[CH:11][CH:12]=2)[C:5]([C:13]#[N:14])=[C:4]([N:28]2[CH2:29][CH2:30][N:25]([C:19]3[CH:24]=[CH:23][CH:22]=[CH:21][CH:20]=3)[CH2:26][CH2:27]2)[N:3]=1. The product is NC1=NC(=C(C(=N1)C=1OC=CC1)C#N)N1CCN(CC1)C1=CC=CC=C1 (2-Amino-4-furan-2-yl-6-(4-phenyl-piperazin-1-yl)-pyrimidine-5-carbonitrile). Procedure: From 2-amino-4-furan-2-yl-6-methanesulfonyl-pyrimidine-5-carbonitrile and 1-phenylpiperazine in DME. ES-MS m/e (%): 347 (M+H+, 100). The reactants are NC1=NC(=C(C(=N1)C=1OC=CC1)C#N)S(=O)(=O)C (2-amino-4-furan-2-yl-6-methanesulfonyl-pyrimidine-5-carbonitrile), C1(=CC=CC=C1)N1CCNCC1 (1-phenylpiperazine).